Dataset: the Open Reaction Database (ORD), a public repository of structured organic reaction records. Task: describe an organic reaction: reactants, conditions, products, and yield Reactants: IC=1C=NNC1C1=NC(=NC=C1)SC (4-(4-iodo-1H-pyrazol-5-yl)-2-(methylthio)pyrimidine), CN(C)C=O (DMF). Reagents/catalysts: [C-]#N.[Zn+2].[C-]#N (zinc cyanide), C1(=CC=CC=C1)P([C-]1C=CC=C1)C1=CC=CC=C1.[C-]1(C=CC=C1)P(C1=CC=CC=C1)C1=CC=CC=C1.[Fe+2] (1,1′-bis(diphenylphosphino)ferrocene), C=1C=CC(=CC1)/C=C/C(=O)/C=C/C2=CC=CC=C2.C=1C=CC(=CC1)/C=C/C(=O)/C=C/C2=CC=CC=C2.C=1C=CC(=CC1)/C=C/C(=O)/C=C/C2=CC=CC=C2.[Pd].[Pd] (tris (dibenzylideneacetone)dipalladium(0)). The product is C(#N)C=1C=NNC1C1=NC(=NC=C1)SC (4-(4-cyano-1H-pyrazol-5-yl)-2-(methylthio)pyrimidine). RXN SMILES: I[C:2]1[CH:3]=[N:4][NH:5][C:6]=1[C:7]1[CH:12]=[CH:11][N:10]=[C:9]([S:13][CH3:14])[N:8]=1.[CH3:15][N:16](C=O)C>[C-]#N.[Zn+2].[C-]#N.C1(P(C2C=CC=CC=2)[C-]2C=CC=C2)C=CC=CC=1.[C-]1(P(C2C=CC=CC=2)C2C=CC=CC=2)C=CC=C1.[Fe+2].C1C=CC(/C=C/C(/C=C/C2C=CC=CC=2)=O)=CC=1.C1C=CC(/C=C/C(/C=C/C2C=CC=CC=2)=O)=CC=1.C1C=CC(/C=C/C(/C=C/C2C=CC=CC=2)=O)=CC=1.[Pd].[Pd]>[C:15]([C:2]1[CH:3]=[N:4][NH:5][C:6]=1[C:7]1[CH:12]=[CH:11][N:10]=[C:9]([S:13][CH3:14])[N:8]=1)#[N:16] |f:2.3.4,5.6.7,8.9.10.11.12|. Procedure: A solution of 4-(4-Iodo-1H-pyrazol-5-yl)-2-(methylthio)pyrimidine (4-2, 710 mg, 2.23 mmol, 1 equiv), zinc cyanide(157 mg, 1.34 mmol, 0.6 equiv), 1,1′-bis(diphenylphosphino)ferrocene (297 mg, 0.54 mmol, 0.24 equiv), and tris (dibenzylideneacetone)dipalladium(0) (204 mg, 0.22 mmol, 0.1 equiv) in DMF (10 mL) was degassed and placed in a 105° C. oil bath. After 1 hour the reaction was concentrated and partitioned between ethyl acetate and saturated sodium bicarbonate solution. The organic layer was ... The reactants are C(C1=CC=CC=C1)N1CC2CSCC(C1)C2 (7-Benzyl-3-thia-7-azabicyclo[3.3.1]nonane), CO (methanol), NaIO4. Solvent: O (water). Run at time 1 hour. Product: C(C1=CC=CC=C1)N1CC2CS(CC(C1)C2)=O (7-Benzyl-3-thia-7-azabicyclo[3.3.1]nonane 3-Oxide). RXN SMILES: [CH2:1]([N:8]1[CH2:15][CH:14]2[CH2:16][CH:10]([CH2:11][S:12][CH2:13]2)[CH2:9]1)[C:2]1[CH:7]=[CH:6][CH:5]=[CH:4][CH:3]=1.C[OH:18]>O>[CH2:1]([N:8]1[CH2:15][CH:14]2[CH2:16][CH:10]([CH2:11][S:12](=[O:18])[CH2:13]2)[CH2:9]1)[C:2]1[CH:7]=[CH:6][CH:5]=[CH:4][CH:3]=1. Procedure details: A 200-mL flask was equipped with a magnetic stirrer, an ice bath, and a condenser with nitrogen inlet. To a stirred, chilled (5° C.) solution of the amine (27, 1.4 g, 6 mmol) in methanol (60 mL) was added dropwise a solution of NaIO4 (1.35 g, 6.3 mmol) in water (15 mL) over 30 min. After stirring for one hour, the suspension was filtered and washed with methanol (50 mL); the washings and filtrate were combined and concentrated to a residue which was partitioned between H2CCl2 and water (40 mL ea... Starting materials: C=O (formaldehyde), OC1=CC=CC=2OCOC21 (4-hydroxy-1,3-benzodioxole), C(CC)N1CCNCC1 (N-propylpiperazine). Solvent: C(C)#N (acetonitrile). Conditions: time 1 hour. Yields the product OC1=C(C=CC=2OCOC21)CN2CCN(CC2)CCC (4-hydroxy-5-(4-propylpiperazinylmethyl)-1,3-benzodioxole). Isolated yield 56.1%. Reaction SMILES: [CH2:1]=O.[OH:3][C:4]1[C:12]2[O:11][CH2:10][O:9][C:8]=2[CH:7]=[CH:6][CH:5]=1.[CH2:13]([N:16]1[CH2:21][CH2:20][NH:19][CH2:18][CH2:17]1)[CH2:14][CH3:15]>C(#N)C>[OH:3][C:4]1[C:12]2[O:11][CH2:10][O:9][C:8]=2[CH:7]=[CH:6][C:5]=1[CH2:1][N:19]1[CH2:20][CH2:21][N:16]([CH2:13][CH2:14][CH3:15])[CH2:17][CH2:18]1. Reported procedure: Aqueous formaldehyde (37%; 3.67 g, 45.3 mmol) was added dropwise to a stirred solution of 4-hydroxy-1,3-benzodioxole (5.2 g, 37.8 mmol) and N-propylpiperazine (5.8 g, 45.3 mmol) in acetonitrile (25 ml). The reaction mixture was stirred at room temperature for one hour and evaporated in vacuo. The remaining oil (13.0 g) was purified chromatographically (with ethylacetate/methanol=9/1 (v/v) as an eluent to give 4-hydroxy-5-(4-propylpiperazinylmethyl)-1,3-benzodioxole (5.9 g, 56% yield; compound No... Yields the product OCCNC(=O)C1CCNCC1 (4-[N-(2-hydroxyethyl)carbamoyl]piperidine). As a reaction SMILES: C(OC([N:11]1[CH2:16][CH2:15][CH:14]([C:17](=[O:22])[NH:18][CH2:19][CH2:20][OH:21])[CH2:13][CH2:12]1)=O)C1C=CC=CC=1.C(OC(N1CCC(C(Cl)=O)CC1)=O)C1C=CC=CC=1.OCCN>>[OH:21][CH2:20][CH2:19][NH:18][C:17]([CH:14]1[CH2:15][CH2:16][NH:11][CH2:12][CH2:13]1)=[O:22]. Reported procedure: 1-Benzyloxycarbonyl-4-[N-(2-hydroxyethyl)carbamoyl]piperidine [6.24 g, m.p. 107°-108°, Found: C, 62.8; H, 7.2; N, 9.0; Calculated: C, 62.7; H, 7.2; N, 9.1; prepared similarly to Preparation C but starting from 1-benzyloxycarbonylpiperidine-4-carboxylic acid chloride and 2-hydroxyethylamine] was hydrogenated as in Preparation G to give 4-[N-(2-hydroxyethyl)carbamoyl]piperidine. The i.r. and n.m.r. spectra were consistent with this structure and the product was used in Example 6 without further pu... The reactants are C(C1=CC=CC=C1)OC(=O)N1CCC(CC1)C(NCCO)=O (1-Benzyloxycarbonyl-4-[N-(2-hydroxyethyl)carbamoyl]piperidine), C(C1=CC=CC=C1)OC(=O)N1CCC(CC1)C(=O)Cl (1-benzyloxycarbonylpiperidine-4-carboxylic acid chloride), OCCN (2-hydroxyethylamine). Reactants: COC1=CC=C(C=C1)C1=C(C(N(N=C1C1=CC=C(C=C1)OC)CC1CC1)=O)C(=O)O (5,6-bis(4-methoxyphenyl)-4-carboxy-2-cyclopropylmethyl-2H-pyridazin-3-one), Cl.CN (methylamine hydrochloride). The product is COC1=CC=C(C=C1)C1=C(C(N(N=C1C1=CC=C(C=C1)OC)CC1CC1)=O)C(NC)=O (5,6-bis(4-Methoxyphenyl)-2-cyclopropylmethyl-4-methylcarbamoyl-2H-pyridazin-3-one). The yield is 88.2%. As a reaction SMILES: [CH3:1][O:2][C:3]1[CH:8]=[CH:7][C:6]([C:9]2[C:14]([C:15]3[CH:20]=[CH:19][C:18]([O:21][CH3:22])=[CH:17][CH:16]=3)=[N:13][N:12]([CH2:23][CH:24]3[CH2:26][CH2:25]3)[C:11](=[O:27])[C:10]=2[C:28]([OH:30])=O)=[CH:5][CH:4]=1.Cl.[CH3:32][NH2:33]>>[CH3:1][O:2][C:3]1[CH:8]=[CH:7][C:6]([C:9]2[C:14]([C:15]3[CH:20]=[CH:19][C:18]([O:21][CH3:22])=[CH:17][CH:16]=3)=[N:13][N:12]([CH2:23][CH:24]3[CH2:26][CH2:25]3)[C:11](=[O:27])[C:10]=2[C:28](=[O:30])[NH:33][CH3:32])=[CH:5][CH:4]=1 |f:1.2|. Reported procedure: Using 5,6-bis(4-methoxyphenyl)-4-carboxy-2-cyclopropylmethyl-2H-pyridazin-3-one and methylamine hydrochloride as starting materials, the procedures of Example 22 were repeated likewise, whereby the title compound was obtained in a yield of 88.2%. Reactants: [H-].[Na+] (Sodium hydride), CN(C=O)C (dimethylformamide), CC1=CC=C(C=N1)O (6-methylpyridin-3-ol), C(C1=CC=CC=C1)Cl (benzyl chloride). The solvent is C(C)(=O)OCC (ethyl acetate), O (Water). Conditions: time 30 minute. Yields the product C(C1=CC=CC=C1)OC=1C=CC(=NC1)C (5-(benzyloxy)-2-methylpyridine). Isolated yield 89.9%. As a reaction SMILES: [H-].[Na+].CN(C)C=O.[CH3:8][C:9]1[N:14]=[CH:13][C:12]([OH:15])=[CH:11][CH:10]=1.[CH2:16](Cl)[C:17]1[CH:22]=[CH:21][CH:20]=[CH:19][CH:18]=1>C(OCC)(=O)C.O>[CH2:16]([O:15][C:12]1[CH:11]=[CH:10][C:9]([CH3:8])=[N:14][CH:13]=1)[C:17]1[CH:22]=[CH:21][CH:20]=[CH:19][CH:18]=1 |f:0.1|. Procedure: Sodium hydride (4.76 g, 119 mmol) was added to a dimethylformamide solution (100 ml) of 6-methylpyridin-3-ol (10.0 g, 91.6 mmol) under ice cooling, and this mixture was stirred for 30 minutes, followed by adding benzyl chloride (12.7 ml, 110 mmol) to the mixture and stirring it for 12 hours at room temperature. Water and a saturated saline solution (1:1) and ethyl acetate were added to this reaction solution, and the solution was extracted. The organic layer was washed with water and a saturated... The product is COC(=O)c1ccc(N2CCCC2CO)cc1[N+](=O)[O-]. RXN SMILES: [CH3:1][O:2][C:3]([c:4]1[c:5]([N+:11](=[O:12])[O-:13])[cH:6][c:7]([Cl:10])[cH:8][cH:9]1)=[O:14].[CH3:31][N:32]1[CH2:33][CH2:34][CH2:35][C:36]1=[O:37].[CH3:39][CH2:40][O:41][C:42](=[O:43])[CH3:44].[CH:22]([N:23]([CH:24]([CH3:25])[CH3:26])[CH2:27][CH3:28])([CH3:29])[CH3:30].[OH2:38].[OH:15][CH2:16][CH:17]1[CH2:18][CH2:19][CH2:20][NH:21]1>>[CH3:1][O:2][C:3]([c:4]1[c:5]([N+:11](=[O:12])[O-:13])[cH:6][c:7]([N:21]2[CH:17]([CH2:16][OH:15])[CH2:18][CH2:19][CH2:20]2)[cH:8][cH:9]1)=[O:14]. The reactants are COC(=O)c1ccc(Cl)cc1[N+](=O)[O-], CN1CCCC1=O, CCOC(C)=O, CCN(C(C)C)C(C)C, O, OCC1CCCN1. As a reaction SMILES: [CH2:1]([C:4]1[N:12]([CH2:13][C:14]2[CH:19]=[CH:18][C:17]([C:20]3[CH:25]=[CH:24][CH:23]=[CH:22][C:21]=3[C:26]([O:28]C(C)(C)C)=[O:27])=[CH:16][CH:15]=2)[C:7]2=[N:8][CH:9]=[CH:10][CH:11]=[C:6]2[CH:5]=1)[CH2:2][CH3:3].FC(F)(F)C(O)=O>>[CH2:1]([C:4]1[N:12]([CH2:13][C:14]2[CH:19]=[CH:18][C:17]([C:20]3[CH:25]=[CH:24][CH:23]=[CH:22][C:21]=3[C:26]([OH:28])=[O:27])=[CH:16][CH:15]=2)[C:7]2=[N:8][CH:9]=[CH:10][CH:11]=[C:6]2[CH:5]=1)[CH2:2][CH3:3]. Reactants: C(CC)C1=CC=2C(=NC=CC2)N1CC1=CC=C(C=C1)C1=C(C=CC=C1)C(=O)OC(C)(C)C (2-propyl-1-[(2'-(t-butoxycarbonyl)-[1,1']-biphenyl-4-yl)methyl]-1H-pyrrolo[2,3-b]pyridine), FC(C(=O)O)(F)F (trifluoroacetic acid). Procedure: To neat 2-propyl-1-[(2'-(t-butoxycarbonyl)-[1,1']-biphenyl-4-yl)methyl]-1H-pyrrolo[2,3-b]pyridine is added trifluoroacetic acid (1 mL/10 mg of starting material) at room temperature. After 8 h the product is isolated by first concentration at room temperature then partitioning between EtOAc and 5% aqueous NaHCO3 then concentration of the organic layer and ultimately purified by flash chromatography (80:20:1 CH2Cl2 -MeOH--NH4OH). Yields the product C(CC)C1=CC=2C(=NC=CC2)N1CC1=CC=C(C=C1)C1=C(C=CC=C1)C(=O)O (2-propyl-1-[(2'-carboxy-[1,1']-biphenyl-4-yl)methyl]-1H-pyrrolo[2,3-b]pyridine). Starting materials: Cc1nc2ccccc2[nH]1, Clc1nc(N2CCOCC2)c2sccc2n1, O. Yields the product Cc1nc2ccccc2n1-c1nc(N2CCOCC2)c2sccc2n1. Reaction SMILES: [CH3:17][c:18]1[nH:19][c:20]2[c:21]([n:22]1)[cH:23][cH:24][cH:25][cH:26]2.[Cl:1][c:2]1[n:3][c:4]([N:11]2[CH2:12][CH2:13][O:14][CH2:15][CH2:16]2)[c:5]2[c:6]([n:7]1)[cH:8][cH:9][s:10]2.[OH2:27]>>[c:2]1(-[n:22]2[c:18]([CH3:17])[n:19][c:20]3[c:21]2[cH:23][cH:24][cH:25][cH:26]3)[n:3][c:4]([N:11]2[CH2:12][CH2:13][O:14][CH2:15][CH2:16]2)[c:5]2[c:6]([n:7]1)[cH:8][cH:9][s:10]2.